Dataset: the Open Reaction Database (ORD), a public repository of structured organic reaction records. Task: describe an organic reaction: reactants, conditions, products, and yield The reactants are C(C1=CC=CC=C1)=CC(C)=O (benzylideneacetone), C(C)OC(CC(N)=N)=O (amidinoacetic acid ethyl ester). Run in C(C)O (ethanol), C(C)O (ethanol). Yields the product C(C)OC(=O)C1=C(NC(=CC1C1=CC=CC=C1)C)N (2-amino-6-methyl-4-phenyl-1,4-dihydropyridine-3-carboxylic acid ethyl ester). Isolated yield 73.0%. RXN SMILES: [CH:1](=[CH:8][C:9](=O)[CH3:10])[C:2]1[CH:7]=[CH:6][CH:5]=[CH:4][CH:3]=1.[CH2:12]([O:14][C:15](=[O:20])[CH2:16][C:17](=[NH:19])[NH2:18])[CH3:13]>C(O)C>[CH2:12]([O:14][C:15]([C:16]1[CH:1]([C:2]2[CH:7]=[CH:6][CH:5]=[CH:4][CH:3]=2)[CH:8]=[C:9]([CH3:10])[NH:19][C:17]=1[NH2:18])=[O:20])[CH3:13]. Procedure details: Boiling a solution of 14.6 g of benzylideneacetone and 13.0 g of amidinoacetic acid ethyl ester in 150 ml of ethanol for 2 hours yields 2-amino-6-methyl-4-phenyl-1,4-dihydropyridine-3-carboxylic acid ethyl ester of melting point 150°C (ethanol). Yield: 73 percent of theory.